From a dataset of the Open Reaction Database (ORD), a public repository of structured organic reaction records. describe an organic reaction: reactants, conditions, products, and yield The reactants are COC(=O)CCc1ccc(SCc2sc(-c3ccc(C(F)(F)F)cc3)nc2COc2ccccc2)cc1C, CCOCC, Cl, [Na+], C1CCOC1, [OH-]. The product is Cc1cc(SCc2sc(-c3ccc(C(F)(F)F)cc3)nc2COc2ccccc2)ccc1CCC(=O)O. RXN SMILES: [CH3:1][O:2][C:3]([CH2:4][CH2:5][c:6]1[c:7]([CH3:37])[cH:8][c:9]([S:12][CH2:13][c:14]2[c:15]([CH2:29][O:30][c:31]3[cH:32][cH:33][cH:34][cH:35][cH:36]3)[n:16][c:17](-[c:19]3[cH:20][cH:21][c:22]([C:25]([F:26])([F:27])[F:28])[cH:23][cH:24]3)[s:18]2)[cH:10][cH:11]1)=[O:38].[CH3:47][CH2:48][O:49][CH2:50][CH3:51].[ClH:41].[Na+:40].[O:42]1[CH2:43][CH2:44][CH2:45][CH2:46]1.[OH-:39]>>[O:2]=[C:3]([CH2:4][CH2:5][c:6]1[c:7]([CH3:37])[cH:8][c:9]([S:12][CH2:13][c:14]2[c:15]([CH2:29][O:30][c:31]3[cH:32][cH:33][cH:34][cH:35][cH:36]3)[n:16][c:17](-[c:19]3[cH:20][cH:21][c:22]([C:25]([F:26])([F:27])[F:28])[cH:23][cH:24]3)[s:18]2)[cH:10][cH:11]1)[OH:38]. Starting materials: C (carbon black), CC=1C=C(C(CC(=O)O)=CC1C)C(=O)O (4,5-dimethylhomophthalic acid), C(C)(C)N (isopropylamine). Solvent: C(C)O (ethanol). The product is C(C)(C)N1C(C2=CC(=C(C=C2CC1=O)C)C)=O (2-Isopropyl-6,7-dimethylisoquinoline-1,3(2H,4H)-dione). As a reaction SMILES: [CH3:1][C:2]1[CH:3]=[C:4]([C:13]([OH:15])=O)[C:5](=[CH:10][C:11]=1[CH3:12])[CH2:6][C:7]([OH:9])=O.[CH:16]([NH2:19])([CH3:18])[CH3:17].C>C(O)C>[CH:16]([N:19]1[C:7](=[O:9])[CH2:6][C:5]2[C:4](=[CH:3][C:2]([CH3:1])=[C:11]([CH3:12])[CH:10]=2)[C:13]1=[O:15])([CH3:18])[CH3:17]. Procedure details: A mixture of 4,5-dimethylhomophthalic acid (104 g., 0.5 mole) and isopropylamine (59 g., 1 mole) is heated by an oil bath until molten for 90 minutes. The hot mixture is then poured into 600 ml. of ethanol, treated with carbon black and filtered. The mixture is concentrated to about 300 ml. and slowly cooled to room temperature. 2-Isopropyl-6,7-dimethylisoquinoline-1,3(2H,4H)-dione precipitates and is collected by filtration. The reactants are O (water), ClC1=C(C=C2CC(C(C2=C1Cl)=O)(C)C1CCCC1)O (6,7-Dichloro-2-cyclopentyl-2,3-dihydro-5-hydroxy-2-methyl-1H-inden-1-one), BrCCCCCC(=O)OCC (Ethyl 6-bromohexanoate), C([O-])([O-])=O.[K+].[K+] (potassium carbonate). Solvent: CN(C=O)C (dimethylformamide). Reaction conditions: time 30 minute. The product is ClC1=C(C=C2CC(C(C2=C1Cl)=O)(C)C1CCCC1)OCCCCCC(=O)OCC (ethyl 6-[(6,7-dichloro-2-cyclopentyl-2,3-dihydro-2-methyl-1-oxo-1H-inden-5-yl)oxy]hexanoate). As a reaction SMILES: [Cl:1][C:2]1[C:10]([Cl:11])=[C:9]2[C:5]([CH2:6][C:7]([CH:14]3[CH2:18][CH2:17][CH2:16][CH2:15]3)([CH3:13])[C:8]2=[O:12])=[CH:4][C:3]=1[OH:19].C(=O)([O-])[O-].[K+].[K+].Br[CH2:27][CH2:28][CH2:29][CH2:30][CH2:31][C:32]([O:34][CH2:35][CH3:36])=[O:33].O>CN(C)C=O>[Cl:1][C:2]1[C:10]([Cl:11])=[C:9]2[C:5]([CH2:6][C:7]([CH:14]3[CH2:18][CH2:17][CH2:16][CH2:15]3)([CH3:13])[C:8]2=[O:12])=[CH:4][C:3]=1[O:19][CH2:27][CH2:28][CH2:29][CH2:30][CH2:31][C:32]([O:34][CH2:35][CH3:36])=[O:33] |f:1.2.3|. Procedure details: 6,7-Dichloro-2-cyclopentyl-2,3-dihydro-5-hydroxy-2-methyl-1H-inden-1-one (12 g., 0.04 mole) is dissolved in dimethylformamide (50 ml.), treated with potassium carbonate (5.5 g., 0.04 mole) and heated and stirred on a steam bath for 30 minutes. Ethyl 6-bromohexanoate (8.9 g., 0.04 mole) is added dropwise with good stirring over 15 minutes, then the mixture is heated and stirred in a steam bath for two hours. The reaction mixture is poured into water (400 ml.) and extracted with ether (2×150 ml.) ... Reactants: O=C(O)c1cc(Br)cnc1Cl, ClCCl, CN(C)C=O, O=C(Cl)C(=O)Cl. The product is O=C(Cl)c1cc(Br)cnc1Cl. RXN SMILES: [Br:1][c:2]1[cH:3][n:4][c:5]([Cl:11])[c:6]([C:7](=[O:8])[OH:9])[cH:10]1.[CH2:23]([Cl:24])[Cl:25].[CH3:18][N:19]([CH3:20])[CH:21]=[O:22].[Cl:12][C:13]([C:14]([Cl:15])=[O:16])=[O:17]>>[Br:1][c:2]1[cH:3][n:4][c:5]([Cl:11])[c:6]([C:7](=[O:8])[Cl:12])[cH:10]1. The reactants are solution, C(C)(=O)OC(C)=O (acetic anhydride), BrC=1C(OC(C1)=O)=O (3-bromo-2,5-furanedione), CN (methylamine). Solvent: O (water), C(C)(=O)O (acetic acid). Reaction conditions: time 4 hour. The product is BrC=1C(N(C(C1)=O)C)=O (3-Bromo-1-methyl-1H-pyrrole-2,5-dione). Reaction SMILES: [Br:1][C:2]1[C:3](=O)[O:4][C:5](=[O:7])[CH:6]=1.[CH3:9][NH2:10].C(OC(=O)C)(=O)C>O.C(O)(=O)C>[Br:1][C:2]1[C:3](=[O:4])[N:10]([CH3:9])[C:5](=[O:7])[CH:6]=1. Procedure: A 15 mmol solution of 3-bromo-2,5-furanedione and 15 mmol of methylamine at 40% in water, in 300 ml of glacial acetic acid is carried under reflux for 16 hours. After having allowed the reaction mixture to return to ambient temperature, 20 ml of acetic anhydride are added. The reaction medium is again brought to reflux under stirring for 4 hours before evaporating the solvents under reduced pressure. The expected product is obtained after purification by silica gel chromatography (heptane/ethyl ... Reactants: C[C@@H]1C[C@@H]([C@@H]2[C@H](C[C@H]([C@@](O2)(C(=O)C(=O)N3CCCC[C@H]3C(=O)O[C@@H]([C@@H]([C@H](CC(=O)[C@@H](/C=C(/C1)\C)CC=C)O)C)/C(=C/[C@@H]4CC[C@H]([C@@H](C4)OC)O)/C)O)C)OC)OC (FR-900506), C(C)(=O)OC(C)=O (acetic anhydride), CS(=O)C (dimethyl sulfoxide). Solvent: C(C)(=O)OCC (ethyl acetate). Reaction conditions: time 14 hour. The product is C(C=C)C1C(C=C(C(C(OC(C2CCCCN2C(C(C2(C(CC(C(C(CC(CC(=C1)C)C)OC)O2)OC)C)O)=O)=O)=O)C(=CC2CC(C(CC2)OCSC)OC)C)C)O)=O (17-allyl-1,14-dihydroxy-23,25-dimethoxy-13,19,21,27-tetramethyl-12-[2-(4-methylthiomethoxy-3-methoxycyclohexyl)-1-methylvinyl]-11,28-dioxa-4-azatricyclo[22.3.1.04,9 ]octacosa-14,18-diene-2,3,10,16-tetraone), C(C=C)C1C(C=CC(C(OC(C2CCCCN2C(C(C2(C(CC(C(C(CC(CC(=C1)C)C)OC)O2)OC)C)O)=O)=O)=O)C(=CC2CC(C(CC2)O)OC)C)C)=O (17-allyl-1-hydroxy-12-[2-(4-hydroxy-3-methoxycyclohexyl)-1-methylvinyl]-23,25-dimethoxy-13,19,21,27-tetramethyl-11,28-dioxa-4-azatricyclo[22.3.1.04,9 ]octacosa-14,18-diene-2,3,10,16-tetraone). RXN SMILES: [CH3:1][C@H:2]1[CH2:33][C:32]([CH3:34])=[CH:31][C@@H:30]([CH2:35][CH:36]=[CH2:37])[C:28](=[O:29])[CH2:27][C@H:26]([OH:38])[C@@H:25]([CH3:39])[C@@H:24](/[C:40](/[CH3:51])=[CH:41]/[C@H:42]2[CH2:47][C@@H:46]([O:48][CH3:49])[C@H:45]([OH:50])[CH2:44][CH2:43]2)[O:23][C:21](=[O:22])[C@H:20]2[N:15]([CH2:16][CH2:17][CH2:18][CH2:19]2)[C:13](=[O:14])[C:11](=[O:12])[C@:9]2([OH:52])[O:10][C@@H:5]([C@@H:6]([O:54][CH3:55])[CH2:7][C@H:8]2[CH3:53])[C@@H:4]([O:56][CH3:57])[CH2:3]1.C(OC(=O)C)(=O)C.[CH3:65][S:66]([CH3:68])=O>C(OCC)(=O)C>[CH2:35]([CH:30]1[CH:31]=[C:32]([CH3:34])[CH2:33][CH:2]([CH3:1])[CH2:3][CH:4]([O:56][CH3:57])[CH:5]2[O:10][C:9]([OH:52])([CH:8]([CH3:53])[CH2:7][CH:6]2[O:54][CH3:55])[C:11](=[O:12])[C:13](=[O:14])[N:15]2[CH:20]([CH2:19][CH2:18][CH2:17][CH2:16]2)[C:21](=[O:22])[O:23][CH:24]([C:40]([CH3:51])=[CH:41][CH:42]2[CH2:43][CH2:44][CH:45]([O:50][CH2:65][S:66][CH3:68])[CH:46]([O:48][CH3:49])[CH2:47]2)[CH:25]([CH3:39])[C:26]([OH:38])=[CH:27][C:28]1=[O:29])[CH:36]=[CH2:37].[CH2:35]([CH:30]1[CH:31]=[C:32]([CH3:34])[CH2:33][CH:2]([CH3:1])[CH2:3][CH:4]([O:56][CH3:57])[CH:5]2[O:10][C:9]([OH:52])([CH:8]([CH3:53])[CH2:7][CH:6]2[O:54][CH3:55])[C:11](=[O:12])[C:13](=[O:14])[N:15]2[CH:20]([CH2:19][CH2:18][CH2:17][CH2:16]2)[C:21](=[O:22])[O:23][CH:24]([C:40]([CH3:51])=[CH:41][CH:42]2[CH2:43][CH2:44][CH:45]([OH:50])[CH:46]([O:48][CH3:49])[CH2:47]2)[CH:25]([CH3:39])[CH:26]=[CH:27][C:28]1=[O:29])[CH:36]=[CH2:37]. Procedure: To a solution of the FR-900506 substance (100 mg) in dimethyl sulfoxide (1.5 ml) was added acetic anhydride (1.5 ml), and the mixture was stirred at room temperature for 14 hours. The reaction mixture was diluted with ethyl acetate and washed with a saturated aqueous sodium hydrogen carbonate, water and an aqueous sodium chloride. The organic layer was dried over sodium sulfate, filtered and then concentrated under reduced pressure. The residue was subjected to thin layer chromatography on silic... The reactants are Cl (hydrochloric acid), [I-].C(C)(C)(C)OC(=O)N[C@H]1[C@@H]2N(C(=C(CS2)C[N+]=2N(C=CC2)C)C(=O)OC(C2=CC=CC=C2)C2=CC=CC=C2)C1=O (benzhydryl 7β-tert-butoxycarbonylamino-3-(2-methyl-1-pyrazolio)methyl-3-cephem-4-carboxylate iodide), CC(=O)C (acetone), C(C)(=O)OCC (ethyl acetate). Solvent: C(=O)O (formic acid). Reaction conditions: time 2.5 hour. The product is I.Cl.N[C@H]1[C@@H]2N(C(=C(CS2)C[N+]=2N(C=CC2)C)C(=O)[O-])C1=O (7β-amino-3-(2-methyl-1-pyrazolio)methyl-3-cephem-4-carboxylate hydrochloride hydroiodide). Isolated yield 85.1%. RXN SMILES: [ClH:1].[I-:2].C(OC([NH:10][C@@H:11]1[C:41](=[O:42])[N:13]2[C:14]([C:25]([O:27]C(C3C=CC=CC=3)C3C=CC=CC=3)=[O:26])=[C:15]([CH2:18][N+:19]3[N:20]([CH3:24])[CH:21]=[CH:22][CH:23]=3)[CH2:16][S:17][C@H:12]12)=O)(C)(C)C.CC(C)=O.C(OCC)(=O)C>C(O)=O>[IH:2].[ClH:1].[NH2:10][C@@H:11]1[C:41](=[O:42])[N:13]2[C:14]([C:25]([O-:27])=[O:26])=[C:15]([CH2:18][N+:19]3[N:20]([CH3:24])[CH:21]=[CH:22][CH:23]=3)[CH2:16][S:17][C@H:12]12 |f:1.2,6.7.8|. Procedure: Conc. hydrochloric acid (4.09 g) was added to a solution of benzhydryl 7β-tert-butoxycarbonylamino-3-(2-methyl-1-pyrazolio)methyl-3-cephem-4-carboxylate iodide (27 g) in formic acid (108 ml), and stirred at ambient temperature for 2.5 hours. The reaction mixture was added to a mixture of acetone (720 ml) and ethyl acetate (1440 ml). The precipitates were collected by filtration and successively washed with ethyl acetate to give 7β-amino-3-(2-methyl-1-pyrazolio)methyl-3-cephem-4-carboxylate hydro... Starting materials: CN(C=NC1=NC=CN=C1)C (N,N-Dimethyl-N′-pyrazin-2-ylimidoformamide), aqueous solution, NO (hydroxylamine). Run in O1CCCC1 (tetrahydrofuran). Conditions: temperature 80 celsius. The product is ONC=NC1=NC=CN=C1 (N-Hydroxy-N′-pyrazin-2-ylimidoformamide). As a reaction SMILES: C[N:2](C)[CH:3]=[N:4][C:5]1[CH:10]=[N:9][CH:8]=[CH:7][N:6]=1.N[OH:13]>O1CCCC1>[OH:13][NH:2][CH:3]=[N:4][C:5]1[CH:10]=[N:9][CH:8]=[CH:7][N:6]=1. Reported procedure: A solution of N,N-dimethyl-N′-pyrazin-2-ylimidoformamide (189 g) from Step A in tetrahydrofuran (400 mL) was treated drop wise with 50% aqueous solution of hydroxylamine (245.7 mL) at 0° C., then warmed up to 80° C. for 2.5 h. Tetrahydrofuran was removed by rotoevaporation and the resulting aqueous mixture kept cold in a refrigerator. The resulting solid was filtered and rinsed with cold diethyl ether to yield the desired product. Reactants: C1(CCCCC1)C1=[N+](CC(NC2=C1C=CC=C2)=O)[O-] (5-cyclohexy-2,3-dihydro-1H-1,4-benzodiazepin-2-one-4-oxide), C(C)(=O)OC(C)=O (acetic anhydride). Solvent: C(Cl)(Cl)Cl (chloroform). Run at temperature 70 celsius. Product: C(C)(=O)OC1C(NC2=C(C(=N1)C1CCCCC1)C=CC=C2)=O ((3RS)-3-acetoxy-5-cyclohexyl-2,3-dihydro-1H-1,4-benzodiazepin-2-one). RXN SMILES: [CH:1]1([C:7]2[C:13]3[CH:14]=[CH:15][CH:16]=[CH:17][C:12]=3[NH:11][C:10](=[O:18])[CH2:9][N+:8]=2[O-])[CH2:6][CH2:5][CH2:4][CH2:3][CH2:2]1.[C:20]([O:23]C(=O)C)(=[O:22])[CH3:21]>C(Cl)(Cl)Cl>[C:20]([O:23][CH:9]1[N:8]=[C:7]([CH:1]2[CH2:6][CH2:5][CH2:4][CH2:3][CH2:2]2)[C:13]2[CH:14]=[CH:15][CH:16]=[CH:17][C:12]=2[NH:11][C:10]1=[O:18])(=[O:22])[CH3:21]. Procedure: To a suspension of 5-cyclohexy-2,3-dihydro-1H-1,4-benzodiazepin-2-one-4-oxide (0.70 g) in chloroform (10 ml) was added acetic anhydride (3.7 ml) at ambient temperature and the mixture was heated for 4 hours at 70° C. After cooling, the mixture was concentrated in vacuo. The residue was taken up with chloroform. The organic layer was washed with saturated aqueous sodium carbonate, dried over magnesium sulfate, filtered off and concentrated in vacuo to give a crude product. The crude product was p...